The task is: describe an organic reaction: reactants, conditions, products, and yield. This data is from the Open Reaction Database (ORD), a public repository of structured organic reaction records. The reactants are C=O (formaldehyde), C1(=CC=CC=C1)N1C2=C(C=3C=CC=CC13)CCNCC2 (1,2,3,4,5,6-hexahydro-6-phenylazepino[4,5-b]indole). The reagents and catalysts are [Ni] (Raney Nickel). The solvent is C(C)O (ethanol). The product is CN1CCC=2N(C=3C=CC=CC3C2CC1)C1=CC=CC=C1 (1,2,3,4,5,6-Hexahydro-3-methyl-6-phenylazepino[4,5-b]indole). As a reaction SMILES: [CH2:1]=O.[C:3]1([N:9]2[C:17]3[CH:16]=[CH:15][CH:14]=[CH:13][C:12]=3[C:11]3[CH2:18][CH2:19][NH:20][CH2:21][CH2:22][C:10]2=3)[CH:8]=[CH:7][CH:6]=[CH:5][CH:4]=1>[Ni].C(O)C>[CH3:1][N:20]1[CH2:19][CH2:18][C:11]2[C:12]3[CH:13]=[CH:14][CH:15]=[CH:16][C:17]=3[N:9]([C:3]3[CH:4]=[CH:5][CH:6]=[CH:7][CH:8]=3)[C:10]=2[CH2:22][CH2:21]1. Reported procedure: 19.8 ml of a 35% formaldehyde solution and a spoonful of Raney Nickel are added to 20.4 g 1,2,3,4,5,6-hexahydro-6-phenylazepino[4,5-b]indole in 385 ml ethanol. The mixture is hydrogenated at room temperature. The mixture is then filtered and the filtrate concentrated to give a residue which is partitioned between ether and water. The ether phase is dried over sodium sulphate and concentrated to give the title compound as an oil which is converted into the hydrochloride, m.p. 236°-238° (from ethe... Starting materials: OC1=CC2=C(C(CO2)=O)C=C1 (6-hydroxy-2H-benzofuran-3-one), O(C1=CC=CC=C1)C=1C=C(C=O)C=CC1 (3-phenoxybenzaldehyde), Cl (hydrochloric acid). The solvent is CO (methanol). Product: O(C1=CC=CC=C1)C=1C=C(C=CC1)C=C1OC2=C(C1=O)C=CC(=C2)O (2-[(3-phenoxyphenyl)methylene]-6-hydroxy-3(2H)-benzofuranone). Reaction SMILES: [OH:1][C:2]1[CH:11]=[CH:10][C:5]2[C:6](=[O:9])[CH2:7][O:8][C:4]=2[CH:3]=1.[O:12]([C:19]1[CH:20]=[C:21]([CH:24]=[CH:25][CH:26]=1)[CH:22]=O)[C:13]1[CH:18]=[CH:17][CH:16]=[CH:15][CH:14]=1.Cl>CO>[O:12]([C:19]1[CH:20]=[C:21]([CH:22]=[C:7]2[C:6](=[O:9])[C:5]3[CH:10]=[CH:11][C:2]([OH:1])=[CH:3][C:4]=3[O:8]2)[CH:24]=[CH:25][CH:26]=1)[C:13]1[CH:14]=[CH:15][CH:16]=[CH:17][CH:18]=1. Procedure: After 6-hydroxy-2H-benzofuran-3-one 1 g and 3-phenoxybenzaldehyde 1.27 ml were dissolved in methanol 75 ml, concentrated hydrochloric acid 50 ml was added, and the mixture was refluxed for 1.5 hours. The solution was cooled to room temperature, and precipitated crystals were filtered and dried over phosphorous pentoxide at a temperature of 60° C. for four hours under reduced pressure to obtain the desired compound 1.10 g. The reactants are [Na+].C(C)(C)(C)OC(=O)N[C@H]1C(N([C@@H]1\C=C\C(N)=O)S(=O)(=O)[O-])=O ((3R,4R)-3-(1-t-butoxyformamido)-4-[(E)-2-carbamoylvinyl]-2-oxo-1-azetidinesulphonic acid sodium salt), FC(C(=O)O)(F)F (trifluoroacetic acid). The solvent is C1(=CC=CC=C1)OC (anisole), CCOCC (ether), CCCCCC (n-hexane), O (water). Run at temperature 0 celsius, time 2 hour. Product: N[C@@H]1C(N([C@H]1\C=C\C(N)=O)S(=O)(=O)O)=O ((3S,4S)-3-amino-4-[(E)-2-carbamoylvinyl]-2-oxo-1-azetidinesulphonic acid). The yield is 101.9%. As a reaction SMILES: [Na+].C(OC([NH:9][C@@H:10]1[C@@H:13](/[CH:14]=[CH:15]/[C:16](=[O:18])[NH2:17])[N:12]([S:19]([O-:22])(=[O:21])=[O:20])[C:11]1=[O:23])=O)(C)(C)C.FC(F)(F)C(O)=O>C1(OC)C=CC=CC=1.CCOCC.CCCCCC.O>[NH2:9][C@H:10]1[C@H:13](/[CH:14]=[CH:15]/[C:16](=[O:18])[NH2:17])[N:12]([S:19]([OH:22])(=[O:20])=[O:21])[C:11]1=[O:23] |f:0.1|. Reported procedure: 1.55 g (4.34 mmol) of (3R,4R)-3-(1-t-butoxyformamido)-4-[(E)-2-carbamoylvinyl]-2-oxo-1-azetidinesulphonic acid sodium salt are dissolved in 5 ml of anisole, the solution is cooled to 0° C. and then treated with 5 ml of trifluoroacetic acid. The suspension obtained is stirred at 0° C. for 1 hour and subsequently at room temperature for 2 hours. The mixture is diluted with 100 ml of ether and 20 ml of n-hexane. The crystals obtained are filtered off and dried. The thus-obtained crude material is d... Reaction SMILES: [CH2:16]1[O:17][CH2:18][CH2:19][CH2:20]1.[CH3:1][O:2][C:3]([C:4]([F:5])([F:6])[F:7])=[O:8].[NH:9]([CH2:10][CH2:11][OH:12])[CH2:13][CH2:14][OH:15]>>[C:3]([C:4]([F:5])([F:6])[F:7])(=[O:8])[N:9]([CH2:10][CH2:11][OH:12])[CH2:13][CH2:14][OH:15]. Product: O=C(N(CCO)CCO)C(F)(F)F. Reactants: C1CCOC1, COC(=O)C(F)(F)F, OCCNCCO.